Dataset: the Open Reaction Database (ORD), a public repository of structured organic reaction records. Task: describe an organic reaction: reactants, conditions, products, and yield Reactants: ClC1=C(C=CC(=C1)Cl)C=1N=C(N(C1)C1=CC=C(C=C1)[N+](=O)[O-])CC1=CC=C(C=C1)C1=CC=C(C=C1)O (4′-[4-(2,4-dichloro-phenyl)-1-(4-nitro-phenyl)-1H-imidazol-2-ylmethyl]-biphenyl-4-ol), C(=O)(OC(C)(C)C)N1CCC(CC1)O (N-boc-4-hydroxypiperidine), C1(=CC=CC=C1)P(C1=CC=CC=C1)C1=CC=CC=C1 (triphenylphosphine), N(=NC(=O)OC(C)C)C(=O)OC(C)C (diisopropyl azodicarboxylate). Solvent: C1CCOC1 (THF). Yields the product C(C)(C)(C)OC(=O)N1CCC(CC1)OC1=CC=C(C=C1)C1=CC=C(C=C1)CC=1N(C=C(N1)C1=C(C=C(C=C1)Cl)Cl)C1=CC=C(C=C1)[N+](=O)[O-] (4-{4′-[4-(2,4-dichloro-phenyl)-1-(4-nitro-phenyl)-1H-imidazol-2-ylmethyl]-biphenyl-4-yloxy}-piperidine-1-carboxylic acid tert-butyl ester). As a reaction SMILES: [Cl:1][C:2]1[CH:7]=[C:6]([Cl:8])[CH:5]=[CH:4][C:3]=1[C:9]1[N:10]=[C:11]([CH2:23][C:24]2[CH:29]=[CH:28][C:27]([C:30]3[CH:35]=[CH:34][C:33]([OH:36])=[CH:32][CH:31]=3)=[CH:26][CH:25]=2)[N:12]([C:14]2[CH:19]=[CH:18][C:17]([N+:20]([O-:22])=[O:21])=[CH:16][CH:15]=2)[CH:13]=1.[C:37]([N:44]1[CH2:49][CH2:48][CH:47](O)[CH2:46][CH2:45]1)([O:39][C:40]([CH3:43])([CH3:42])[CH3:41])=[O:38].C1(P(C2C=CC=CC=2)C2C=CC=CC=2)C=CC=CC=1.N(C(OC(C)C)=O)=NC(OC(C)C)=O>C1COCC1>[C:40]([O:39][C:37]([N:44]1[CH2:49][CH2:48][CH:47]([O:36][C:33]2[CH:34]=[CH:35][C:30]([C:27]3[CH:28]=[CH:29][C:24]([CH2:23][C:11]4[N:12]([C:14]5[CH:19]=[CH:18][C:17]([N+:20]([O-:22])=[O:21])=[CH:16][CH:15]=5)[CH:13]=[C:9]([C:3]5[CH:4]=[CH:5][C:6]([Cl:8])=[CH:7][C:2]=5[Cl:1])[N:10]=4)=[CH:25][CH:26]=3)=[CH:31][CH:32]=2)[CH2:46][CH2:45]1)=[O:38])([CH3:43])([CH3:41])[CH3:42]. Procedure: 2-(4-Bromo-benzyl)-4-(2,4-dichlorophenyl)-1H-imidazole (3.27 g, 8.6 mmol) was treated as described in general procedure B using 4-fluoronitrobenzene to provide 2-(4-bromo-benzyl)-4-(2,4-dichloro-phenyl)-1-(4-nitro-phenyl)-1H-imidazole, which was treated with 4-hydroxyphenyl boronic acid according to general procedure G to provide 4′-[4-(2,4-dichloro-phenyl)-1-(4-nitro-phenyl)-1H-imidazol-2-ylmethyl]-biphenyl-4-ol (996 mg, 22% for two steps). To a solution of the phenol in THF (0.5 M) was added N... Starting materials: CCOC(=O)c1conc1-c1ccc(F)cc1, CCO, Cl, [Na+], [OH-]. Product: O=C(O)c1conc1-c1ccc(F)cc1. Reaction SMILES: [CH2:1]([CH3:2])[O:3][C:4](=[O:5])[c:6]1[c:7](-[c:11]2[cH:12][cH:13][c:14]([F:17])[cH:15][cH:16]2)[n:8][o:9][cH:10]1.[CH3:21][CH2:22][OH:23].[ClH:20].[Na+:19].[OH-:18]>>[O:3]=[C:4]([OH:5])[c:6]1[c:7](-[c:11]2[cH:12][cH:13][c:14]([F:17])[cH:15][cH:16]2)[n:8][o:9][cH:10]1. Starting materials: ClC1=CC=C(C=C1)C1=CC2=C(C(N(N=C2)CC2=NC(=CC=C2)OC[C@@H]2NCCC2)=O)S1 (2-(4-Chlorophenyl)-6-({6-[(2R)-pyrrolidin-2-ylmethoxy]pyridin-2-yl}methyl)thieno[2,3-d]pyridazin-7(6H)-one), C=O (formaldehyde), MacroPorous-triacetoxyborohydride. Solvent: C(Cl)Cl.CO (DCM MeOH). Product: ClC1=CC=C(C=C1)C1=CC2=C(C(N(N=C2)CC2=NC(=CC=C2)OC[C@@H]2N(CCC2)C)=O)S1 (2-(4-Chlorophenyl)-6-[(6-{[(2R)-1-methylpyrrolidin-2-yl]methoxy}pyridin-2-yl)methyl]thieno[2,3-d]pyridazin-7(6H)-one). As a reaction SMILES: [Cl:1][C:2]1[CH:7]=[CH:6][C:5]([C:8]2[S:31][C:11]3[C:12](=[O:30])[N:13]([CH2:16][C:17]4[CH:22]=[CH:21][CH:20]=[C:19]([O:23][CH2:24][C@H:25]5[CH2:29][CH2:28][CH2:27][NH:26]5)[N:18]=4)[N:14]=[CH:15][C:10]=3[CH:9]=2)=[CH:4][CH:3]=1.[CH2:32]=O>C(Cl)Cl.CO>[Cl:1][C:2]1[CH:3]=[CH:4][C:5]([C:8]2[S:31][C:11]3[C:12](=[O:30])[N:13]([CH2:16][C:17]4[CH:22]=[CH:21][CH:20]=[C:19]([O:23][CH2:24][C@H:25]5[CH2:29][CH2:28][CH2:27][N:26]5[CH3:32])[N:18]=4)[N:14]=[CH:15][C:10]=3[CH:9]=2)=[CH:6][CH:7]=1 |f:2.3|. Procedure: 2-(4-Chlorophenyl)-6-({6-[(2R)-pyrrolidin-2-ylmethoxy]pyridin-2-yl}methyl)thieno[2,3-d]pyridazin-7(6H)-one (0.340 g, 0.75 mmol), formaldehyde(aq.) 36% (0.23 mL, 2.25 mmol) and MacroPorous-triacetoxyborohydride (0.88 g, 2.25 mmol) were shaked in DCM/MeOH (1:1, 4 mL) at room temperature for 3 hours. The reaction mixture was filtrated, concentrated in vacuo and purified by flash chromatography using a gradient with EtOAc:MeOH:TEA (1:0.1:0.01) in n-heptane, which gave the product as an solid. Yield:...